This data is from the Open Reaction Database (ORD), a public repository of structured organic reaction records. The task is: describe an organic reaction: reactants, conditions, products, and yield Starting materials: N1(CCCCC1)CCC(=O)NC1=CC=C(C=C1)C=1N=C2N(C=CC=C2C)C1 (2-[4′-[3-(Piperidinyl)]propanamidophenyl]-8-methylimidazo[1,2-a]pyridine), solution. Solvent: C1(=CC=CC=C1)C (toluene), C1(=CC=CC=C1)C (toluene). Product: N1(CCCC1)CCCNC1=CC=C(C=C1)C=1N=C2N(C=CC=C2C)C1 (2-[4′-[3-(Pyrrolidino)propylamino]phenyl]-8-methylimidazo[1,2-a]pyridine). The yield is 53.3%. As a reaction SMILES: [N:1]1([CH2:7][CH2:8][C:9]([NH:11][C:12]2[CH:17]=[CH:16][C:15]([C:18]3[N:19]=[C:20]4[C:25]([CH3:26])=[CH:24][CH:23]=[CH:22][N:21]4[CH:27]=3)=[CH:14][CH:13]=2)=O)[CH2:6][CH2:5][CH2:4]C[CH2:2]1>C1(C)C=CC=CC=1>[N:1]1([CH2:7][CH2:8][CH2:9][NH:11][C:12]2[CH:13]=[CH:14][C:15]([C:18]3[N:19]=[C:20]4[C:25]([CH3:26])=[CH:24][CH:23]=[CH:22][N:21]4[CH:27]=3)=[CH:16][CH:17]=2)[CH2:6][CH2:5][CH2:4][CH2:2]1. Procedure details: A mixture of the product of Step C (122 mg) and borane-methylsulfide complex (0.5 mL of a 2M solution in toluene) in toluene (3.5 mL) was stirred and heated at reflux for 18 hours. The mixture was cooled to ambient temperature and evaporated. The residue was treated with 1M HCl (10 mL) and heated to reflux. The aqueous mixture was cooled to ambient temperature and treated with solid sodium hydroxide until the pH of the mixture was 8. The aqueous mixture was extracted three times with dichloromet... The reactants are C(C)OC1=CC(=NC(=C1)C1=CC=C(C=C1)N(CC)CC)C(=O)O (4-ethoxy-6-(4-diethylaminophenyl)-2-pyridinecarboxylic acid), C(=O)(N1C=NC=C1)N1C=NC=C1 (carbonyldiimidazole), NC1=NN=NN1 (5-aminotetrazole). The product is N1N=NN=C1NC(=O)C1=NC(=CC(=C1)OCC)C1=CC=C(C=C1)N(CC)CC (N-(5-tetrazolyl)-4-ethoxy-6-(4-diethylaminophenyl)-2-pyridinecarboxamide). The yield is 76.5%. Reaction SMILES: [CH2:1]([O:3][C:4]1[CH:9]=[C:8]([C:10]2[CH:15]=[CH:14][C:13]([N:16]([CH2:19][CH3:20])[CH2:17][CH3:18])=[CH:12][CH:11]=2)[N:7]=[C:6]([C:21](O)=[O:22])[CH:5]=1)[CH3:2].C(N1C=CN=C1)(N1C=CN=C1)=O.[NH2:36][C:37]1[NH:41][N:40]=[N:39][N:38]=1>>[NH:38]1[C:37]([NH:36][C:21]([C:6]2[CH:5]=[C:4]([O:3][CH2:1][CH3:2])[CH:9]=[C:8]([C:10]3[CH:11]=[CH:12][C:13]([N:16]([CH2:19][CH3:20])[CH2:17][CH3:18])=[CH:14][CH:15]=3)[N:7]=2)=[O:22])=[N:41][N:40]=[N:39]1. Reported procedure: In the same manner as described in Example 1-(1), 4-ethoxy-6-(4-diethylaminophenyl)-2-pyridinecarboxylic acid (0.56 g), carbonyldiimidazole (0.32 g) and 5-aminotetrazole (0.17 g) are reacted to give N-(5-tetrazolyl)-4-ethoxy-6-(4-diethylaminophenyl)-2-pyridinecarboxamide (0.52 g). M.P. 228°-230° C. (decomp.) (recrystallized from dimethylformamide-ethanol) The reactants are CNOC, CCOC(C)=O, CCN(C(C)C)C(C)C, Cl, O=C(O)c1ccc(F)nc1F, CN(C)C=O, O, On1nnc2ccccc21. Yields the product CON(C)C(=O)c1ccc(F)nc1F. RXN SMILES: [CH3:2][NH:3][O:4][CH3:5].[CH3:41][CH2:42][O:43][C:44](=[O:45])[CH3:46].[CH:27]([N:28]([CH:29]([CH3:30])[CH3:31])[CH2:32][CH3:33])([CH3:34])[CH3:35].[ClH:1].[F:16][c:17]1[c:18]([C:19](=[O:20])[OH:21])[cH:22][cH:23][c:24]([F:26])[n:25]1.[O:36]=[CH:37][N:38]([CH3:39])[CH3:40].[OH2:47].[OH:6][n:7]1[c:8]2[c:9]([cH:10][cH:11][cH:12][cH:13]2)[n:14][n:15]1>>[CH3:2][N:3]([O:4][CH3:5])[C:19]([c:18]1[c:17]([F:16])[n:25][c:24]([F:26])[cH:23][cH:22]1)=[O:20].